This data is from the Open Reaction Database (ORD), a public repository of structured organic reaction records. The task is: describe an organic reaction: reactants, conditions, products, and yield The reactants are O=C([O-])[O-], CCNCc1cccc(O)c1, CCOC(C)=O, CS(C)=O, ClC=CCCl, [K+], [K+]. Product: CCN(CC=CCl)Cc1cccc(O)c1. As a reaction SMILES: [C:17](=[O:18])([O-:19])[O-:20].[CH2:1]([CH3:2])[NH:3][CH2:4][c:5]1[cH:6][c:7]([OH:11])[cH:8][cH:9][cH:10]1.[CH3:23][CH2:24][O:25][C:26](=[O:27])[CH3:28].[CH3:29][S:30]([CH3:31])=[O:32].[Cl:12][CH:13]=[CH:14][CH2:15][Cl:16].[K+:21].[K+:22]>>[CH2:1]([CH3:2])[N:3]([CH2:4][c:5]1[cH:6][c:7]([OH:11])[cH:8][cH:9][cH:10]1)[CH2:15][CH:14]=[CH:13][Cl:12]. Starting materials: [Li]CCCC, COC(=O)Cc1ccc(I)cc1, CCCCCC, CC(C)NC(C)C, O=C(Cl)C1CCCCC1, C1CCOC1. Yields the product COC(=O)C(C(=O)C1CCCCC1)c1ccc(I)cc1. RXN SMILES: [CH2:8]([Li:9])[CH2:10][CH2:11][CH3:12].[CH3:13][O:14][C:15]([CH2:16][c:17]1[cH:18][cH:19][c:20]([I:23])[cH:21][cH:22]1)=[O:24].[CH3:39][CH2:40][CH2:41][CH2:42][CH2:43][CH3:44].[CH:1]([NH:2][CH:3]([CH3:4])[CH3:5])([CH3:6])[CH3:7].[CH:25]1([C:31](=[O:32])[Cl:33])[CH2:26][CH2:27][CH2:28][CH2:29][CH2:30]1.[O:34]1[CH2:35][CH2:36][CH2:37][CH2:38]1>>[CH3:13][O:14][C:15]([CH:16]([c:17]1[cH:18][cH:19][c:20]([I:23])[cH:21][cH:22]1)[C:31]([CH:25]1[CH2:26][CH2:27][CH2:28][CH2:29][CH2:30]1)=[O:32])=[O:24]. Starting materials: FC(F)(F)CCCBr, O=C([O-])[O-], CC1(C)CC(c2ccccc2N2CCNCC2)CC(C)(C)C1, CCOCC, CN(C)C=O, [I-], [K+], [K+], [Na+], [Na+], O=C([O-])O. The product is CC1(C)CC(c2ccccc2N2CCN(CCCC(F)(F)F)CC2)CC(C)(C)C1. Reaction SMILES: [Br:23][CH2:24][CH2:25][CH2:26][C:27]([F:28])([F:29])[F:30].[C:33](=[O:34])([O-:35])[O-:36].[CH3:1][C:2]1([CH3:22])[CH2:3][CH:4]([c:10]2[c:11]([N:16]3[CH2:17][CH2:18][NH:19][CH2:20][CH2:21]3)[cH:12][cH:13][cH:14][cH:15]2)[CH2:5][C:6]([CH3:8])([CH3:9])[CH2:7]1.[CH3:44][CH2:45][O:46][CH2:47][CH3:48].[CH3:49][N:50]([CH3:51])[CH:52]=[O:53].[I-:32].[K+:37].[K+:38].[Na+:31].[Na+:39].[OH:40][C:41](=[O:42])[O-:43]>>[CH3:1][C:2]1([CH3:22])[CH2:3][CH:4]([c:10]2[c:11]([N:16]3[CH2:17][CH2:18][N:19]([CH2:24][CH2:25][CH2:26][C:27]([F:28])([F:29])[F:30])[CH2:20][CH2:21]3)[cH:12][cH:13][cH:14][cH:15]2)[CH2:5][C:6]([CH3:8])([CH3:9])[CH2:7]1. The reactants are NC(=O)CBr, Brc1cccc2c1CC1CNCCN21. Yields the product NC(=O)CN1CCN2c3cccc(Br)c3CC2C1. Reaction SMILES: [Br:15][CH2:16][C:17](=[O:18])[NH2:19].[Br:1][c:2]1[c:3]2[c:7]([cH:8][cH:9][cH:10]1)[N:6]1[CH:5]([CH2:4]2)[CH2:14][NH:13][CH2:12][CH2:11]1>>[Br:1][c:2]1[c:3]2[c:7]([cH:8][cH:9][cH:10]1)[N:6]1[CH:5]([CH2:4]2)[CH2:14][N:13]([CH2:16][C:17](=[O:18])[NH2:19])[CH2:12][CH2:11]1.